This data is from the Open Reaction Database (ORD), a public repository of structured organic reaction records. The task is: describe an organic reaction: reactants, conditions, products, and yield Procedure: (3S,8aS)-3-(Chloromethyl)hexahydro-1H-pyrrolo[2,1-c][1,4]oxazine (115 mg, 0.655 mmol) and 4-[(4-bromo-2,3-dichlorophenyl)amino]-6-(methyloxy)quinazolin-7-ol trifluoroacetic acid salt (347 mg, 0.655 mmol) were dissolved in dimethylacetamide (0.8 mL) and potassium carbonate (452 mg, 3.28 mmol) was added. The mixture was stirred at 130° C. for 36 h. The mixture was cooled to room temperature and the mixture was partitioned between ethyl acetate and water. The aqueous portion was extracted with ethy... RXN SMILES: [Cl:1][CH2:2][C@H:3]1[O:8][CH2:7][C@@H:6]2[CH2:9][CH2:10][CH2:11][N:5]2[CH2:4]1.FC(F)(F)C(O)=O.[Br:19][C:20]1[CH:25]=[CH:24][C:23]([NH:26][C:27]2[C:36]3[C:31](=[CH:32][C:33]([OH:39])=[C:34]([O:37][CH3:38])[CH:35]=3)[N:30]=[CH:29][N:28]=2)=[C:22]([Cl:40])[C:21]=1[Cl:41].C(=O)([O-])[O-].[K+].[K+]>CC(N(C)C)=O>[ClH:1].[Br:19][C:20]1[CH:25]=[CH:24][C:23]([NH:26][C:27]2[C:36]3[C:31](=[CH:32][C:33]([O:39][CH2:2][C@H:3]4[O:8][CH2:7][C@@H:6]5[CH2:9][CH2:10][CH2:11][N:5]5[CH2:4]4)=[C:34]([O:37][CH3:38])[CH:35]=3)[N:30]=[CH:29][N:28]=2)=[C:22]([Cl:40])[C:21]=1[Cl:41] |f:1.2,3.4.5,7.8|. Run in CC(=O)N(C)C (dimethylacetamide). Yield: 33.9%. Product: Cl.BrC1=C(C(=C(C=C1)NC1=NC=NC2=CC(=C(C=C12)OC)OC[C@@H]1CN2[C@H](CO1)CCC2)Cl)Cl (N-(4-bromo-2,3-dichlorophenyl)-7-{[(3S,8aS)-hexahydro-1H-pyrrolo[2,1-c][1,4]oxazin-3-ylmethyl]oxy}-6-(methyloxy)quinazolin-4-amine hydrochloride). Reactants: ClC[C@@H]1CN2[C@H](CO1)CCC2 ((3S,8aS)-3-(Chloromethyl)hexahydro-1H-pyrrolo[2,1-c][1,4]oxazine), FC(C(=O)O)(F)F.BrC1=C(C(=C(C=C1)NC1=NC=NC2=CC(=C(C=C12)OC)O)Cl)Cl (4-[(4-bromo-2,3-dichlorophenyl)amino]-6-(methyloxy)quinazolin-7-ol trifluoroacetic acid salt), C([O-])([O-])=O.[K+].[K+] (potassium carbonate). Reaction conditions: temperature 130 celsius, time 36 hour. Starting materials: BrC(Br)(Br)Br, OCCC(C(F)=C(F)Cc1cccc(Oc2ccccc2)c1)c1ccc(Cl)cc1, c1ccc(P(c2ccccc2)c2ccccc2)cc1. The product is FC(Cc1cccc(Oc2ccccc2)c1)=C(F)C(CCBr)c1ccc(Cl)cc1. RXN SMILES: [C:30]([Br:31])([Br:32])([Br:33])[Br:34].[Cl:1][c:2]1[cH:3][cH:4][c:5]([CH:8]([CH2:9][CH2:10][OH:11])[C:12](=[C:13]([CH2:14][c:15]2[cH:16][c:17]([O:21][c:22]3[cH:23][cH:24][cH:25][cH:26][cH:27]3)[cH:18][cH:19][cH:20]2)[F:28])[F:29])[cH:6][cH:7]1.[c:35]1([P:36]([c:37]2[cH:38][cH:39][cH:40][cH:41][cH:42]2)[c:43]2[cH:44][cH:45][cH:46][cH:47][cH:48]2)[cH:49][cH:50][cH:51][cH:52][cH:53]1>>[Cl:1][c:2]1[cH:3][cH:4][c:5]([CH:8]([CH2:9][CH2:10][Br:31])[C:12](=[C:13]([CH2:14][c:15]2[cH:16][c:17]([O:21][c:22]3[cH:23][cH:24][cH:25][cH:26][cH:27]3)[cH:18][cH:19][cH:20]2)[F:28])[F:29])[cH:6][cH:7]1. The reactants are [OH-].[Na+] (NaOH), FC=1C=C(C(=C(C1)OCC1=CC=CC=C1)[N+](=O)[O-])OC (benzyl 5-fluoro-3-methoxy-2-nitrophenyl ether). Solvent: Cl (HCl), CS(=O)C (DMSO). The product is C(C1=CC=CC=C1)OC=1C=C(C=C(C1[N+](=O)[O-])OC)O (3-benzyloxy-5-methoxy-4-nitrophenol). The yield is 26.9%. RXN SMILES: [OH-:1].[Na+].F[C:4]1[CH:5]=[C:6]([O:21][CH3:22])[C:7]([N+:18]([O-:20])=[O:19])=[C:8]([O:10][CH2:11][C:12]2[CH:17]=[CH:16][CH:15]=[CH:14][CH:13]=2)[CH:9]=1>CS(C)=O.Cl>[CH2:11]([O:10][C:8]1[CH:9]=[C:4]([OH:1])[CH:5]=[C:6]([O:21][CH3:22])[C:7]=1[N+:18]([O-:20])=[O:19])[C:12]1[CH:17]=[CH:16][CH:15]=[CH:14][CH:13]=1 |f:0.1|. Procedure details: In 10N NaOH (5.8 ml, 58.0 mmol) and DMSO (20 ml), benzyl 5-fluoro-3-methoxy-2-nitrophenyl ether (5.35 g, 19.3 mmol) was stirred for 15 hours. The reaction mixture was poured in 1N HCl (100 ml), followed by extraction with ether (300 ml). The extract was washed with saturated brine (2×100 ml), dried over anhydrous magnesium sulfate and distilled under reduced pressure to remove the solvent. The residue was purified by chromatography on a silica gel column, whereby from chloroform-ethyl acetate (4... The reactants are FC=1C=CC(=C(CNC(=O)[C@H]2N(CSC2(C)C)C([C@H]([C@H](CC2=CC=C(C=C2)OC)N)O)=O)C1)C ((R)-N-(5-fluoro-2-methylbenzyl)-3-[(2S,3S)-3-amino-2-hydroxy-4-(4-methoxyphenyl)butanoyl]-5,5-dimethyl-1,3-thiazolidine-4-carboxamide), C(C)(=O)OC=1C(=C(C(=O)O)C=CC1)C (3-acetoxy-2-methylbenzoic acid). Product: FC=1C=CC(=C(CNC(=O)[C@H]2N(CSC2(C)C)C([C@H]([C@H](CC2=CC=C(C=C2)OC)NC(C2=C(C(=CC=C2)O)C)=O)O)=O)C1)C ((R)-N-(5-fluoro-2-methylbenzyl)-3-[(2S,3S)-2-hydroxy-3-(3-hydroxy-2-methylbenzoyl)amino-4-(4-methoxyphenyl)butanoyl]-5,5-dimethyl-1,3-thiazolidine-4-carboxamide). The yield is 73.4%. RXN SMILES: [F:1][C:2]1[CH:3]=[CH:4][C:5]([CH3:34])=[C:6]([CH:33]=1)[CH2:7][NH:8][C:9]([C@@H:11]1[C:15]([CH3:17])([CH3:16])[S:14][CH2:13][N:12]1[C:18](=[O:32])[C@@H:19]([OH:31])[C@@H:20]([NH2:30])[CH2:21][C:22]1[CH:27]=[CH:26][C:25]([O:28][CH3:29])=[CH:24][CH:23]=1)=[O:10].C([O:38][C:39]1[C:40]([CH3:48])=[C:41]([CH:45]=[CH:46][CH:47]=1)[C:42](O)=[O:43])(=O)C>>[F:1][C:2]1[CH:3]=[CH:4][C:5]([CH3:34])=[C:6]([CH:33]=1)[CH2:7][NH:8][C:9]([C@@H:11]1[C:15]([CH3:17])([CH3:16])[S:14][CH2:13][N:12]1[C:18](=[O:32])[C@@H:19]([OH:31])[C@@H:20]([NH:30][C:42](=[O:43])[C:41]1[CH:45]=[CH:46][CH:47]=[C:39]([OH:38])[C:40]=1[CH3:48])[CH2:21][C:22]1[CH:23]=[CH:24][C:25]([O:28][CH3:29])=[CH:26][CH:27]=1)=[O:10]. Reported procedure: The reaction was carried out in the same manner as in Step 3 of Example 1 using the compound obtained in Step 2 (150 mg) and 3-acetoxy-2-methylbenzoic acid (53 mg). The resulting crude product was purified by silica gel column chromatography (CH2Cl2—MeOH) and reprecipitated from n-hexane to obtain the target compound (125 mg, 81%).